Task: describe an organic reaction: reactants, conditions, products, and yield. Dataset: the Open Reaction Database (ORD), a public repository of structured organic reaction records Starting materials: CCC(CC)c1cc(C)nc2c(-c3sc(Cl)nc3Cl)c(C)nn12, C1COCCN1, CC(C)O, O. Product: CCC(CC)c1cc(C)nc2c(-c3sc(N4CCOCC4)nc3Cl)c(C)nn12. As a reaction SMILES: [CH2:1]([CH3:2])[CH:3]([CH2:4][CH3:5])[c:6]1[cH:7][c:8]([CH3:23])[n:9][c:10]2[n:11]1[n:12][c:13]([CH3:22])[c:14]2-[c:15]1[c:16]([Cl:21])[n:17][c:18]([Cl:20])[s:19]1.[CH2:28]1[CH2:29][O:30][CH2:31][CH2:32][NH:33]1.[CH3:24][CH:25]([OH:26])[CH3:27].[OH2:34]>>[CH2:1]([CH3:2])[CH:3]([CH2:4][CH3:5])[c:6]1[cH:7][c:8]([CH3:23])[n:9][c:10]2[n:11]1[n:12][c:13]([CH3:22])[c:14]2-[c:15]1[c:16]([Cl:21])[n:17][c:18]([N:33]2[CH2:28][CH2:29][O:30][CH2:31][CH2:32]2)[s:19]1.